Dataset: the Open Reaction Database (ORD), a public repository of structured organic reaction records. Task: describe an organic reaction: reactants, conditions, products, and yield The reagents and catalysts are [C].[Pd] (palladium-carbon). As a reaction SMILES: [C:1]([O:4][C@@H:5]1[C@@H:10]([O:11][C:12](=[O:14])[CH3:13])[C@H:9]([O:15][C:16](=[O:18])[CH3:17])[C@@H:8]([CH2:19][O:20][C:21](=[O:23])[CH3:22])[O:7][C@H:6]1[O:24][C:25]1[C:29]([CH2:30][C:31]2[CH:36]=[CH:35][C:34]([O:37][CH2:38][CH2:39][CH2:40][O:41]CC3C=CC=CC=3)=[CH:33][CH:32]=2)=[C:28]([CH:49]([CH3:51])[CH3:50])[NH:27][N:26]=1)(=[O:3])[CH3:2]>CO.O1CCCC1.[C].[Pd]>[C:1]([O:4][C@@H:5]1[C@@H:10]([O:11][C:12](=[O:14])[CH3:13])[C@H:9]([O:15][C:16](=[O:18])[CH3:17])[C@@H:8]([CH2:19][O:20][C:21](=[O:23])[CH3:22])[O:7][C@H:6]1[O:24][C:25]1[C:29]([CH2:30][C:31]2[CH:36]=[CH:35][C:34]([O:37][CH2:38][CH2:39][CH2:40][OH:41])=[CH:33][CH:32]=2)=[C:28]([CH:49]([CH3:51])[CH3:50])[NH:27][N:26]=1)(=[O:3])[CH3:2] |f:3.4|. Product: C(C)(=O)O[C@H]1[C@@H](O[C@@H]([C@H]([C@@H]1OC(C)=O)OC(C)=O)COC(C)=O)OC1=NNC(=C1CC1=CC=C(C=C1)OCCCO)C(C)C (3-(2,3,4,6-Tetra-O-acetyl-β-D-glucopyranosyloxy)-4-{[4-(3-hydroxypropoxy)phenyl]methyl}-5-isopropyl-1H-pyrazole). Starting materials: C(C)(=O)O[C@H]1[C@@H](O[C@@H]([C@H]([C@@H]1OC(C)=O)OC(C)=O)COC(C)=O)OC1=NNC(=C1CC1=CC=C(C=C1)OCCCOCC1=CC=CC=C1)C(C)C (3-(2,3,4,6-Tetra-O-acetyl-β-D-glucopyranosyloxy)-4-{[4-(3-benzyloxypropoxy)phenyl]methyl}-5-isopropyl-1H-pyrazole). Reaction conditions: time 4 hour. Procedure details: 3-(2,3,4,6-Tetra-O-acetyl-β-D-glucopyranosyloxy)-4-{[4-(3-benzyloxypropoxy)phenyl]methyl}-5-isopropyl-1H-pyrazole (2.75 g) was dissolved in a mixed solvent of methanol (20 mL) and tetrahydrofuran (9 mL). To the solution was added 10% palladium-carbon powder (550 mg), and the mixture was stirred at room temperature under a hydrogen atmosphere for 4 hours. The insoluble material was removed by filtration, and the solvent of the filtrate was removed under reduced pressure to give the title compound... The yield is 99.9%. Run in CO (methanol), O1CCCC1 (tetrahydrofuran). Starting materials: BrCC=1C(=NOC1C1CC1)C1=C(C=CC=C1)OC(F)(F)F (4-bromomethyl-5-cyclopropyl-3-(2-trifluoromethoxy-phenyl)-isoxazole), CC=1C=C(C=CC1B1OC(C(O1)(C)C)(C)C)O (3-Methyl-4-(4,4,5,5-tetramethyl-[1,3,2]dioxaborolan-2-yl)-phenol), C([O-])([O-])=O.[K+].[K+] (potassium carbonate). Run in C(C)#N (acetonitrile). Conditions: temperature 10 celsius, time 1 hour. The product is C1(CC1)C1=C(C(=NO1)C1=C(C=CC=C1)OC(F)(F)F)COC1=CC(=C(C=C1)B1OC(C(O1)(C)C)(C)C)C (5-Cyclopropyl-4-[3-methyl-4-(4,4,5,5-tetramethyl-[1,3,2]dioxaborolan-2-yl)-phenoxymethyl]-3-(2-trifluoromethoxy-phenyl)-isoxazole). Reaction SMILES: Br[CH2:2][C:3]1[C:4]([C:11]2[CH:16]=[CH:15][CH:14]=[CH:13][C:12]=2[O:17][C:18]([F:21])([F:20])[F:19])=[N:5][O:6][C:7]=1[CH:8]1[CH2:10][CH2:9]1.[CH3:22][C:23]1[CH:24]=[C:25]([OH:38])[CH:26]=[CH:27][C:28]=1[B:29]1[O:33][C:32]([CH3:35])([CH3:34])[C:31]([CH3:37])([CH3:36])[O:30]1.C(=O)([O-])[O-].[K+].[K+]>C(#N)C>[CH:8]1([C:7]2[O:6][N:5]=[C:4]([C:11]3[CH:16]=[CH:15][CH:14]=[CH:13][C:12]=3[O:17][C:18]([F:21])([F:20])[F:19])[C:3]=2[CH2:2][O:38][C:25]2[CH:26]=[CH:27][C:28]([B:29]3[O:33][C:32]([CH3:34])([CH3:35])[C:31]([CH3:37])([CH3:36])[O:30]3)=[C:23]([CH3:22])[CH:24]=2)[CH2:10][CH2:9]1 |f:2.3.4|. Procedure: To a 5-L 3-neck round bottom flask with a mechanical stirrer, thermocouple, reflux condenser, and drying tube is added 4-bromomethyl-5-cyclopropyl-3-(2-trifluoromethoxy-phenyl)-isoxazole (221.7 g, 0.612 mol, 1.05 eq), acetonitrile (2 L), 3-Methyl-4-(4,4,5,5-tetramethyl-[1,3,2]dioxaborolan-2-yl)-phenol (136.5 g, 0.583 mol, 1 eq) and potassium carbonate (241.8 g, 1.749 mol, 3 eq). The reaction mixture is heated to reflux and stirred at this temperature for 1 hour. Upon completion of the reaction, ... The reactants are NC1=C(C(=O)OC(C)(C)C)C=CC(=C1)CCC1=CC=CC=C1 (tert-butyl 2-amino-4-phenethylbenzoate), C([O-])([O-])=O.[Cs+].[Cs+] (cesium carbonate), BrC=1C=C(C=CC1)NC(C)=O (N-(3-bromophenyl)acetamide), C1(CCCCC1)P(C1=C(C=CC=C1)C1=C(C=C(C=C1C(C)C)C(C)C)C(C)C)C1CCCCC1 (2-dicyclohexylphosphino-2′,4′,6′-triisopropylbiphenyl), C([O-])([O-])=O.[Cs+].[Cs+] (Cesium carbonate), BrC=1C=C(C=CC1)NC(C)=O (N-(3-bromophenyl)acetamide), C1(CCCCC1)P(C1=C(C=CC=C1)C1=C(C=C(C=C1C(C)C)C(C)C)C(C)C)C1CCCCC1 (2-dicyclohexylphosphino-2′,4′,6′-triisopropylbiphenyl), C1(CCCCC1)P(C1=C(C=CC=C1)C1=C(C=C(C=C1C(C)C)C(C)C)C(C)C)C1CCCCC1 (2-dicyclohexylphosphino-2′,4′,6′-triisopropylbiphenyl). Reagents/catalysts: C=1C=CC(=CC1)/C=C/C(=O)/C=C/C2=CC=CC=C2.C=1C=CC(=CC1)/C=C/C(=O)/C=C/C2=CC=CC=C2.C=1C=CC(=CC1)/C=C/C(=O)/C=C/C2=CC=CC=C2.[Pd].[Pd] (tris(dibenzylideneacetone)dipalladium(0)), C(C)(=O)[O-].[Pd+2].C(C)(=O)[O-] (palladium acetate), C=1C=CC(=CC1)/C=C/C(=O)/C=C/C2=CC=CC=C2.C=1C=CC(=CC1)/C=C/C(=O)/C=C/C2=CC=CC=C2.C=1C=CC(=CC1)/C=C/C(=O)/C=C/C2=CC=CC=C2.[Pd].[Pd] (tris(dibenzylideneacetone)dipalladium(0)), C(C)(=O)[O-].[Pd+2].C(C)(=O)[O-] (palladium acetate), C=1C=CC(=CC1)/C=C/C(=O)/C=C/C2=CC=CC=C2.C=1C=CC(=CC1)/C=C/C(=O)/C=C/C2=CC=CC=C2.C=1C=CC(=CC1)/C=C/C(=O)/C=C/C2=CC=CC=C2.[Pd].[Pd] (Tris(dibenzylideneacetone)dipalladium(0)), C(C)(=O)[O-].[Pd+2].C(C)(=O)[O-] (palladium acetate). Run in O (water), C(C)(=O)OCC (ethyl acetate), CC(C)(C)O (2-methyl-2-propanol). Conditions: temperature 80 celsius, time 4 hour. Product: C(C)(=O)NC=1C=C(C=CC1)NC1=C(C(=O)OC(C)(C)C)C=CC(=C1)CCC1=CC=CC=C1 (tert-butyl 2-((3-(acetamido)phenyl)amino)-4-phenethylbenzoate). RXN SMILES: [NH2:1][C:2]1[CH:14]=[C:13]([CH2:15][CH2:16][C:17]2[CH:22]=[CH:21][CH:20]=[CH:19][CH:18]=2)[CH:12]=[CH:11][C:3]=1[C:4]([O:6][C:7]([CH3:10])([CH3:9])[CH3:8])=[O:5].C(=O)([O-])[O-].[Cs+].[Cs+].Br[C:30]1[CH:31]=[C:32]([NH:36][C:37](=[O:39])[CH3:38])[CH:33]=[CH:34][CH:35]=1.C1(P(C2CCCCC2)C2C=CC=CC=2C2C(C(C)C)=CC(C(C)C)=CC=2C(C)C)CCCCC1>C1C=CC(/C=C/C(/C=C/C2C=CC=CC=2)=O)=CC=1.C1C=CC(/C=C/C(/C=C/C2C=CC=CC=2)=O)=CC=1.C1C=CC(/C=C/C(/C=C/C2C=CC=CC=2)=O)=CC=1.[Pd].[Pd].C([O-])(=O)C.[Pd+2].C([O-])(=O)C.O.C(OCC)(=O)C.CC(O)(C)C>[C:37]([NH:36][C:32]1[CH:31]=[C:30]([NH:1][C:2]2[CH:14]=[C:13]([CH2:15][CH2:16][C:17]3[CH:18]=[CH:19][CH:20]=[CH:21][CH:22]=3)[CH:12]=[CH:11][C:3]=2[C:4]([O:6][C:7]([CH3:10])([CH3:9])[CH3:8])=[O:5])[CH:35]=[CH:34][CH:33]=1)(=[O:39])[CH3:38] |f:1.2.3,6.7.8.9.10,11.12.13|. Procedure: To 2-methyl-2-propanol 2.5 mL solution of tert-butyl 2-amino-4-phenethylbenzoate 0.12 g were added cesium carbonate 0.26 g, N-(3-bromophenyl)acetamide 0.13 g, 2-dicyclohexylphosphino-2′,4′,6′-triisopropylbiphenyl 10 mg, tris(dibenzylideneacetone)dipalladium(0) 4.0 mg and palladium acetate 2.0 mg at room temperature, and it was stirred at 80° C. for 4 hours. Tris(dibenzylideneacetone)dipalladium(0) 4.0 mg, palladium acetate 2.0 mg and 2-dicyclohexylphosphino-2′,4′,6′-triisopropylbiphenyl 10 mg we... The reactants are OC1=NC=CC2=CC=CC=C12 (1-hydroxyisoquinoline), BrBr (Bromine), ice, O (Water), C(C)(=O)OCC (ethyl acetate). Solvent: C(C)(=O)O (acetic acid), O1CCCC1 (tetrahydrofuran). Run at time 2 hour. The product is BrC1=CN=C(C2=CC=CC=C12)O (4-Bromo-1-isoquinolinol). Yield: 80.1%. Reaction SMILES: [Br:1]Br.[OH:3][C:4]1[C:13]2[C:8](=[CH:9][CH:10]=[CH:11][CH:12]=2)[CH:7]=[CH:6][N:5]=1.O.C(OCC)(=O)C>C(O)(=O)C.O1CCCC1>[Br:1][C:7]1[C:8]2[C:13](=[CH:12][CH:11]=[CH:10][CH:9]=2)[C:4]([OH:3])=[N:5][CH:6]=1. Procedure details: Bromine (1.78 ml, 34.5 mmol) was added to an ice-cooled solution of 1-hydroxyisoquinoline (5.01 g, 34.5 mmol) in acetic acid (50 ml), and this reaction mixture was stirred at room temperature for 2 hours. Water, ethyl acetate, and tetrahydrofuran were added, and the resulting reaction mixture was filtered through filter paper. The organic layer was washed with saturated brine and concentrated under reduced pressure. The residue was recrystallized from ethyl acetate and hexane to give the title c... The reactants are FC(C(=O)O)(F)F.NC1=NC(C2=CC=CC=C12)(C1=CC(=CC=C1)Br)C1=CC=C(C=C1)OS(=O)(=O)C (Methanesulfonic acid 4-[3-amino-1-(3-bromo-phenyl)-1H-isoindol-1-yl]-phenyl ester trifluoroacetate), N1=CC=CC=C1 (pyridine), CS(=O)(=O)Cl (methanesulfonyl chloride), N1=CC=CC=C1 (pyridine), CS(=O)(=O)Cl (methanesulfonyl chloride). Yield: 70.0%. Reported procedure: To [3-(3-bromo-phenyl)-3-(4-hydroxy-phenyl)-3H-isoindol-1-yl]-carbamic acid tert-butyl ester (Scheme #6, S) (900 mg, 1.88 mmol) in tetrahydrofuran (10 mL) was added pyridine (306 uL, 3.76 mmol) and methanesulfonyl chloride (218 uL, 2.82 mmol). After stirring over night, additional pyridine (306 uL, 3.76 mmol) and methanesulfonyl chloride (218 uL, 2.82 mmol) were added and the reaction allowed to stir for 8 hours. The solvent was removed under reduced pressure and the resulting oil put under high... Yields the product BrC=1C=C(C=CC1)C1(N=C(C2=CC=CC=C12)NC(=O)OC(C)(C)C)C1=CC=C(C=C1)OS(=O)(=O)C (Methanesulfonic acid 4-[1-(3-bromo-phenyl)-3-tert-butoxycarbonylamino-1H-isoindol-1-yl]-phenyl ester). The solvent is O1CCCC1 (tetrahydrofuran). RXN SMILES: FC(F)(F)[C:3]([OH:5])=[O:4].[NH2:8][C:9]1[C:17]2[C:12](=[CH:13][CH:14]=[CH:15][CH:16]=2)[C:11]([C:25]2[CH:30]=[CH:29][C:28]([O:31][S:32]([CH3:35])(=[O:34])=[O:33])=[CH:27][CH:26]=2)([C:18]2[CH:23]=[CH:22][CH:21]=[C:20]([Br:24])[CH:19]=2)[N:10]=1.N1[CH:41]=[CH:40][CH:39]=CC=1.[CH3:42]S(Cl)(=O)=O>O1CCCC1>[Br:24][C:20]1[CH:19]=[C:18]([C:11]2([C:25]3[CH:30]=[CH:29][C:28]([O:31][S:32]([CH3:35])(=[O:34])=[O:33])=[CH:27][CH:26]=3)[C:12]3[C:17](=[CH:16][CH:15]=[CH:14][CH:13]=3)[C:9]([NH:8][C:3]([O:5][C:40]([CH3:39])([CH3:41])[CH3:42])=[O:4])=[N:10]2)[CH:23]=[CH:22][CH:21]=1 |f:0.1|.